From a dataset of the Open Reaction Database (ORD), a public repository of structured organic reaction records. describe an organic reaction: reactants, conditions, products, and yield Starting materials: O1CCOC12CC=C(CC2)C(=O)OC (Methyl 1,4-dioxaspiro[4,5]dec-7-ene-8-carboxylate), [H-].C(C(C)C)[Al+]CC(C)C (diisobutylaluminium hydride). Run in C1CCOC1 (THF). Product: O1CCOC12CC=C(CC2)CO (1,4-Dioxaspiro[4,5]dec-7-ene-8-methanol). The yield is 92.8%. As a reaction SMILES: [O:1]1[C:5]2([CH2:10][CH2:9][C:8]([C:11](OC)=[O:12])=[CH:7][CH2:6]2)[O:4][CH2:3][CH2:2]1.[H-].C([Al+]CC(C)C)C(C)C>C1COCC1>[O:1]1[C:5]2([CH2:10][CH2:9][C:8]([CH2:11][OH:12])=[CH:7][CH2:6]2)[O:4][CH2:3][CH2:2]1 |f:1.2|. Procedure details: Methyl 1,4-dioxaspiro[4,5]dec-7-ene-8-carboxylate [J. Org. Chem. 40, 538 (1975)] (1.00 g, 5.0 mmol) was stirred under Ar in dry THF (50 ml) at -78° C. as diisobutylaluminium hydride (1.5M in toluene, 8.4 ml, 12.6 mmol) was added dropwise. The mixture was stirred, warming to ambient temperature, for 2.5 h, and then quenched by successive addition of methanol (9 ml), ethanol (9 ml) and water (9 ml). The gelatinous mixture was diluted with ethyl acetate, and filtered through kieselguhr. The filtrat... Reactants: OC(C(=O)OCC)(C(F)(F)F)C(F)(F)F (Ethyl 2-hydroxy-3,3,3-trifluoro-2-trifluoromethylpropionate), [H-].[Na+] (sodium hydride), C1(=CC=CC=C1)C (toluene). Conditions: time 1.5 hour. Product: O(C1=CC=CC=C1)C(C(=O)OCC)(C(F)(F)F)C(F)(F)F (ethyl 2-phenoxy-3,3,3-trifluoro-2-trifluoromethylpropionate). As a reaction SMILES: [OH:1][C:2]([C:12]([F:15])([F:14])[F:13])([C:8]([F:11])([F:10])[F:9])[C:3]([O:5][CH2:6][CH3:7])=[O:4].[H-].[Na+].[C:18]1(C)[CH:23]=[CH:22][CH:21]=[CH:20][CH:19]=1>>[O:1]([C:2]([C:8]([F:11])([F:10])[F:9])([C:12]([F:13])([F:14])[F:15])[C:3]([O:5][CH2:6][CH3:7])=[O:4])[C:18]1[CH:23]=[CH:22][CH:21]=[CH:20][CH:19]=1 |f:1.2|. Procedure: Ethyl 2-hydroxy-3,3,3-trifluoro-2-trifluoromethylpropionate (12.0 g.) is added, dropwise at 0° C. under nitrogen, to a stirred mixture of toluene (200 ml.) and sodium hydride (2.0 g. of a 60% dispersion in oil from which the oil has been washed with toluene). The mixture is stirred at ambient temperature for 1.5 hours, and phenyl-2-thienyliodonium trifluoroacetate (20.0 g.) is added. The mixture is heated under reflux with continued stirring for 1 hour, then cooled, and filtered. The filtrate is... As a reaction SMILES: Br[C:2]1[C:3]([NH2:35])=[N:4][CH:5]=[N:6][C:7]=1[N:8]1[CH2:13][CH2:12][CH:11]([C:14]2[N:15]([CH2:30][CH2:31][N:32]([CH3:34])[CH3:33])[CH:16]=[C:17]([C:19]3[CH:24]=[CH:23][C:22]([F:25])=[C:21]([C:26]([F:29])([F:28])[F:27])[CH:20]=3)[N:18]=2)[CH2:10][CH2:9]1.[CH:36]1(B2OC(C)(C)C(C)(C)O2)[CH2:38][CH2:37]1.C1(P(C2CCCCC2)C2CCCCC2)CCCCC1.P(=O)([O-])[O-].[K+].[K+]>C1(C)C=CC=CC=1.O.C([O-])(=O)C.[Pd+2].C([O-])(=O)C>[CH:36]1([C:2]2[C:3]([NH2:35])=[N:4][CH:5]=[N:6][C:7]=2[N:8]2[CH2:13][CH2:12][CH:11]([C:14]3[N:15]([CH2:30][CH2:31][N:32]([CH3:34])[CH3:33])[CH:16]=[C:17]([C:19]4[CH:24]=[CH:23][C:22]([F:25])=[C:21]([C:26]([F:29])([F:28])[F:27])[CH:20]=4)[N:18]=3)[CH2:10][CH2:9]2)[CH2:38][CH2:37]1 |f:3.4.5,8.9.10|. Solvent: C1(=CC=CC=C1)C (Toluene), O (water). Reported procedure: In a microwave vial containing 5-bromo-6-{4-[1-(2-dimethylamino-ethyl)-4-(4-fluoro-3-trifluoromethyl-phenyl)-1H-imidazol-2-yl]-piperidin-1-yl}-pyrimidin-4-ylamine (70.00 mg; 0.13 mmol; 1.00 eq.) in Toluene (3.50 ml) and water (0.35 ml) was added 2-cyclopropyl-4,4,5,5-tetramethyl-[1,3,2]dioxaborolane (0.09 ml; 0.50 mmol; 4.00 eq.), Palladium acetate (4.24 mg; 0.02 mmol; 0.15 eq.), Tricyclohexyl-phosphane (10.58 mg; 0.04 mmol; 0.30 eq.) and Potassium phosphonate (112.16 mg; 0.53 mmol; 4.20 eq.). T... Yields the product C1(CC1)C=1C(=NC=NC1N1CCC(CC1)C=1N(C=C(N1)C1=CC(=C(C=C1)F)C(F)(F)F)CCN(C)C)N (5-Cyclopropyl-6-(4-(1-(2-(dimethylamino)ethyl)-4-(4-fluoro-3-(trifluoromethyl)phenyl)-1H-imidazol-2-yl)piperidin-1-yl)pyrimidin-4-amine). Reactants: BrC=1C(=NC=NC1N1CCC(CC1)C=1N(C=C(N1)C1=CC(=C(C=C1)F)C(F)(F)F)CCN(C)C)N (5-bromo-6-{4-[1-(2-dimethylamino-ethyl)-4-(4-fluoro-3-trifluoromethyl-phenyl)-1H-imidazol-2-yl]-piperidin-1-yl}-pyrimidin-4-ylamine), C1(CC1)B1OC(C(O1)(C)C)(C)C (2-cyclopropyl-4,4,5,5-tetramethyl-[1,3,2]dioxaborolane), C1(CCCCC1)P(C1CCCCC1)C1CCCCC1 (Tricyclohexyl-phosphane), P([O-])([O-])=O.[K+].[K+] (Potassium phosphonate). Run at temperature 100 celsius, time 5 hour. Reagents/catalysts: C(C)(=O)[O-].[Pd+2].C(C)(=O)[O-] (Palladium acetate). Isolated yield 18.5%. The reagents and catalysts are CN(C)C=O (DMF). Run at time 8 hour. Procedure: A mixture of 1-benzyl-3-(5-hydroxycarbonyl-2-furyl)-1H-indazole (0.40 g, 1.257 mmol), DMF (cat., 2 drops) and SOCl2 (5 mL) was heated to reflux for 2 h. After cooling, the excess SOCl2 was removed under reduced pressure and the almost black oil was dissolved in DME (8 mL). A portion of this acid chloride solution (2 mL, approx. 0.314 mmol) was mixed with a solution of NH2OH.HCl (0.20 g, 2.88 mmol) and K2CO3 (excess) in H2O (2 mL) and allowed to stir at rt overnight A precipitate formed while sti... The reactants are acid chloride, NO.Cl (NH2OH.HCl), C(=O)([O-])[O-].[K+].[K+] (K2CO3), C(C1=CC=CC=C1)N1N=C(C2=CC=CC=C12)C=1OC(=CC1)C(=O)O (1-benzyl-3-(5-hydroxycarbonyl-2-furyl)-1H-indazole), O=S(Cl)Cl (SOCl2). Reaction SMILES: [CH2:1]([N:8]1[C:16]2[C:11](=[CH:12][CH:13]=[CH:14][CH:15]=2)[C:10]([C:17]2[O:18][C:19]([C:22]([OH:24])=O)=[CH:20][CH:21]=2)=[N:9]1)[C:2]1[CH:7]=[CH:6][CH:5]=[CH:4][CH:3]=1.O=S(Cl)Cl.[NH2:29][OH:30].Cl.C([O-])([O-])=O.[K+].[K+]>CN(C=O)C.O>[CH2:1]([N:8]1[C:16]2[C:11](=[CH:12][CH:13]=[CH:14][CH:15]=2)[C:10]([C:17]2[O:18][C:19]([C:22]([NH:29][OH:30])=[O:24])=[CH:20][CH:21]=2)=[N:9]1)[C:2]1[CH:7]=[CH:6][CH:5]=[CH:4][CH:3]=1 |f:2.3,4.5.6|. Solvent: O (H2O). Yields the product C(C1=CC=CC=C1)N1N=C(C2=CC=CC=C12)C=1OC(=CC1)C(=O)NO (1-Benzyl-3-(5-hydroxylaminocarbonyl-2-furyl)-1H-indazole).